Dataset: the Open Reaction Database (ORD), a public repository of structured organic reaction records. Task: describe an organic reaction: reactants, conditions, products, and yield The reactants are Cc1cc(NC(=O)OC(C)(C)C)ccc1-c1cccc(C(=O)Nc2ccc(N3CCOCC3)cc2)c1, CO, Cl. The product is Cc1cc(N)ccc1-c1cccc(C(=O)Nc2ccc(N3CCOCC3)cc2)c1. Reaction SMILES: [C:1]([O:2][C:3](=[O:4])[NH:7][c:8]1[cH:9][c:10]([CH3:35])[c:11](-[c:14]2[cH:15][c:16]([C:20]([NH:21][c:22]3[cH:23][cH:24][c:25]([N:28]4[CH2:29][CH2:30][O:31][CH2:32][CH2:33]4)[cH:26][cH:27]3)=[O:34])[cH:17][cH:18][cH:19]2)[cH:12][cH:13]1)([CH3:5])([CH3:6])[CH3:36].[CH3:38][OH:39].[ClH:37]>>[NH2:7][c:8]1[cH:9][c:10]([CH3:35])[c:11](-[c:14]2[cH:15][c:16]([C:20]([NH:21][c:22]3[cH:23][cH:24][c:25]([N:28]4[CH2:29][CH2:30][O:31][CH2:32][CH2:33]4)[cH:26][cH:27]3)=[O:34])[cH:17][cH:18][cH:19]2)[cH:12][cH:13]1. Reactants: NC1[C@@H]2N(C(=C(CS2)CSC(C)=O)C(=O)O)C1=O (7-amino-3-acetylthiomethyl-ceph-3-eme-4-carboxylic acid), ClC(=O)OCC(C)C (isobutyl chloroformate), C(C1=CC=CC=C1)(C1=CC=CC=C1)(C1=CC=CC=C1)NC=1SC=C(N1)CC(=O)O (2-tritylamino-4-thiazolylacetic acid), CN1CCOCC1 (N-methylmorpholine). Run in C(C)(=O)OCC (ethyl acetate), C(C)N(CC)CC (triethylamine), O (water), C(Cl)Cl (methylene chloride), O1CCCC1 (tetrahydrofuran). Run at time 15 minute. The product is C(C1=CC=CC=C1)(C1=CC=CC=C1)(C1=CC=CC=C1)NC=1SC=C(N1)CC(=O)NC1[C@@H]2N(C(=C(CS2)CSC(C)=O)C(=O)O)C1=O (7-[2-(2-tritylamino-4-thiazolyl)-acetamido]-3-acetylthiomethyl-ceph-3-eme-4-carboxylic acid). Yield: 33.7%. RXN SMILES: [C:1]([NH:20][C:21]1[S:22][CH:23]=[C:24]([CH2:26][C:27](O)=[O:28])[N:25]=1)([C:14]1[CH:19]=[CH:18][CH:17]=[CH:16][CH:15]=1)([C:8]1[CH:13]=[CH:12][CH:11]=[CH:10][CH:9]=1)[C:2]1[CH:7]=[CH:6][CH:5]=[CH:4][CH:3]=1.CN1CCOCC1.ClC(OCC(C)C)=O.[NH2:45][CH:46]1[C:61](=[O:62])[N:48]2[C:49]([C:58]([OH:60])=[O:59])=[C:50]([CH2:53][S:54][C:55](=[O:57])[CH3:56])[CH2:51][S:52][C@H:47]12>C(Cl)Cl.C(OCC)(=O)C.C(N(CC)CC)C.O.O1CCCC1>[C:1]([NH:20][C:21]1[S:22][CH:23]=[C:24]([CH2:26][C:27]([NH:45][CH:46]2[C:61](=[O:62])[N:48]3[C:49]([C:58]([OH:60])=[O:59])=[C:50]([CH2:53][S:54][C:55](=[O:57])[CH3:56])[CH2:51][S:52][C@H:47]23)=[O:28])[N:25]=1)([C:8]1[CH:13]=[CH:12][CH:11]=[CH:10][CH:9]=1)([C:2]1[CH:7]=[CH:6][CH:5]=[CH:4][CH:3]=1)[C:14]1[CH:19]=[CH:18][CH:17]=[CH:16][CH:15]=1. Procedure: A mixture of 9.9 g of 2-tritylamino-4-thiazolylacetic acid, 100 ml of tetrahydrofuran and 2.7 ml of N-methylmorpholine was stirred under an inert gas for 15 minutes at room temperature and was then cooled to -15° C after which 3.15 ml of isobutyl chloroformate were added. The mixture was stirred for 5 minutes at -10° to -15° C and then 6.5 g of the product of Step A, 65 ml of water and 3.15 ml of triethylamine were added over 2 minutes. The mixture was stirred for 11/2 hours at room temperature ... The reactants are C(C1=CC=CC=C1)OC(=O)[C@H]1[C@@H]([C@@H]2[C@H](CN1S(=O)(=O)C1=CC=C(C=C1)OC)OC(O2)(C)C)OC2OCCCC2 ((3aS,6R,7S,7aS)-5-(4′-methoxybenzenesulfonyl)-2,2-dimethyl-7-(tetrahydropyranyloxy)-hexahydro-[1,3]dioxolo[4,5-c]pyridine-6-carboxylic Acid Benzyl Ester). Solvent: CO (methanol). Reaction conditions: time 8 hour. Yields the product C(C1=CC=CC=C1)OC(=O)[C@@H]1N(C[C@@H]([C@H]([C@H]1O)O)O)S(=O)(=O)C1=CC=C(C=C1)OC ((2R,3S,4R,5S)-3,4,5-trihydroxy-1-(4′-methoxybenzenesulfonyl)-piperidine-2-carboxylic Acid Benzyl Ester). Yield: 89.6%. Reaction SMILES: [CH2:1]([O:8][C:9]([C@@H:11]1[N:16]([S:17]([C:20]2[CH:25]=[CH:24][C:23]([O:26][CH3:27])=[CH:22][CH:21]=2)(=[O:19])=[O:18])[CH2:15][C@@H:14]2[O:28]C(C)(C)[O:30][C@@H:13]2[C@H:12]1[O:33]C1CCCCO1)=[O:10])[C:2]1[CH:7]=[CH:6][CH:5]=[CH:4][CH:3]=1>CO>[CH2:1]([O:8][C:9]([C@H:11]1[C@H:12]([OH:33])[C@H:13]([OH:30])[C@@H:14]([OH:28])[CH2:15][N:16]1[S:17]([C:20]1[CH:21]=[CH:22][C:23]([O:26][CH3:27])=[CH:24][CH:25]=1)(=[O:19])=[O:18])=[O:10])[C:2]1[CH:7]=[CH:6][CH:5]=[CH:4][CH:3]=1. Procedure details: The above compound (3) (10.6 g) was dissolved in methanol (110 mL) and a cation exchange resin (Muromac, 50 g) was added, and then the mixture was stirred overnight at room temperature. The insoluble material was removed by filtration and the filtrate was concentrated under reduced pressure. The resulting residue was purified by silica gel medium pressure column chromatography (chloroform:methanol 50:1→30:1→10:1) to obtain the titled compound (7.4 g) as a syrup. Reactants: Cc1ccccc1, O=[N+]([O-])c1cc(CO)ccc1F, BrP(Br)Br. Product: O=[N+]([O-])c1cc(CBr)ccc1F. Reaction SMILES: [CH3:17][c:18]1[cH:19][cH:20][cH:21][cH:22][cH:23]1.[F:1][c:2]1[c:3]([N+:10](=[O:11])[O-:12])[cH:4][c:5]([CH2:8][OH:9])[cH:6][cH:7]1.[P:13]([Br:14])([Br:15])[Br:16]>>[F:1][c:2]1[c:3]([N+:10](=[O:11])[O-:12])[cH:4][c:5]([CH2:8][Br:14])[cH:6][cH:7]1. Starting materials: CC(=O)O, [BH3-]C#N, CCNCc1ccc(CC(NC(=O)CC(NS(=O)(=O)c2ccc3ccccc3c2)c2ccccc2)C(=O)N2CCCC2)cc1, CO, CCOC(C)=O, Cl, Cl, C1CNC1, [Na+]. Yields the product O=C(CC(NS(=O)(=O)c1ccc2ccccc2c1)c1ccccc1)NC(Cc1ccc(CN2CCC2)cc1)C(=O)N1CCCC1, Cl. Reaction SMILES: [C:51]([OH:52])(=[O:53])[CH3:54].[C:55]([BH3-:56])#[N:57].[CH2:2]([CH3:3])[NH:4][CH2:5][c:6]1[cH:7][cH:8][c:9]([CH2:10][CH:11]([C:12]([N:13]2[CH2:14][CH2:15][CH2:16][CH2:17]2)=[O:18])[NH:19][C:20]([CH2:21][CH:22]([c:23]2[cH:24][cH:25][cH:26][cH:27][cH:28]2)[NH:29][S:30](=[O:31])(=[O:32])[c:33]2[cH:34][c:35]3[cH:36][cH:37][cH:38][cH:39][c:40]3[cH:41][cH:42]2)=[O:43])[cH:44][cH:45]1.[CH3:59][OH:60].[CH3:61][CH2:62][O:63][C:64]([CH3:65])=[O:66].[ClH:1].[ClH:46].[NH:47]1[CH2:48][CH2:50][CH2:49]1.[Na+:58]>>[CH2:2]1[CH2:3][CH2:48][N:4]1[CH2:5][c:6]1[cH:7][cH:8][c:9]([CH2:10][CH:11]([C:12]([N:13]2[CH2:14][CH2:15][CH2:16][CH2:17]2)=[O:18])[NH:19][C:20]([CH2:21][CH:22]([c:23]2[cH:24][cH:25][cH:26][cH:27][cH:28]2)[NH:29][S:30](=[O:31])(=[O:32])[c:33]2[cH:34][c:35]3[cH:36][cH:37][cH:38][cH:39][c:40]3[cH:41][cH:42]2)=[O:43])[cH:44][cH:45]1.[ClH:1]. The reactants are BrC1=CC2=C(C=3N(CCO2)C=C(N3)C3=NC(=NN3C(C)C)C)C=C1 (9-Bromo-2-(1-isopropyl-3-methyl-1H-1,2,4-triazol-5-yl)-5,6-dihydrobenzo[f]imidazo[1,2-d][1,4]oxazepine), CC(C(=O)OCC)(C)N1N=CC(=C1)B1OC(C(O1)(C)C)(C)C (ethyl 2-methyl-2-(4-(4,4,5,5-tetramethyl-1,3,2-dioxaborolan-2-yl)-1H-pyrazol-1-yl)propanoate). The product is C(C)(C)N1N=C(N=C1C=1N=C2N(CCOC3=C2C=CC(=C3)C=3C=NN(C3)C(C(=O)OCC)(C)C)C1)C (ethyl 2-(4-(2-(1-isopropyl-3-methyl-1H-1,2,4-triazol-5-yl)-5,6-dihydrobenzo[f]imidazo[1,2-d][1,4]oxazepin-9-yl)-1H-pyrazol-1-yl)-2-methylpropanoate). Reaction SMILES: Br[C:2]1[CH:24]=[CH:23][C:5]2[C:6]3[N:7]([CH:11]=[C:12]([C:14]4[N:18]([CH:19]([CH3:21])[CH3:20])[N:17]=[C:16]([CH3:22])[N:15]=4)[N:13]=3)[CH2:8][CH2:9][O:10][C:4]=2[CH:3]=1.[CH3:25][C:26]([N:33]1[CH:37]=[C:36](B2OC(C)(C)C(C)(C)O2)[CH:35]=[N:34]1)([CH3:32])[C:27]([O:29][CH2:30][CH3:31])=[O:28]>>[CH:19]([N:18]1[C:14]([C:12]2[N:13]=[C:6]3[C:5]4[CH:23]=[CH:24][C:2]([C:36]5[CH:35]=[N:34][N:33]([C:26]([CH3:25])([CH3:32])[C:27]([O:29][CH2:30][CH3:31])=[O:28])[CH:37]=5)=[CH:3][C:4]=4[O:10][CH2:9][CH2:8][N:7]3[CH:11]=2)=[N:15][C:16]([CH3:22])=[N:17]1)([CH3:21])[CH3:20]. Procedure details: 9-Bromo-2-(1-isopropyl-3-methyl-1H-1,2,4-triazol-5-yl)-5,6-dihydrobenzo[f]imidazo[1,2-d][1,4]oxazepine 411 and ethyl 2-methyl-2-(4-(4,4,5,5-tetramethyl-1,3,2-dioxaborolan-2-yl)-1H-pyrazol-1-yl)propanoate were coupled under Suzuki conditions to give ethyl 2-(4-(2-(1-isopropyl-3-methyl-1H-1,2,4-triazol-5-yl)-5,6-dihydrobenzo[f]imidazo[1,2-d][1,4]oxazepin-9-yl)-1H-pyrazol-1-yl)-2-methylpropanoate. LC/MS (ESI+): m/z 490 (M+H) The reactants are CC(C)(CO)CBr, CN(C)C=O, CCOCC, [K+], O, N#C[S-]. The product is CC(C)(CO)CSC#N. RXN SMILES: [Br:1][CH2:2][C:3]([CH2:4][OH:5])([CH3:6])[CH3:7].[CH3:12][N:13]([CH3:14])[CH:15]=[O:16].[CH3:17][CH2:18][O:19][CH2:20][CH3:21].[K+:8].[OH2:22].[S-:9][C:10]#[N:11]>>[CH2:2]([C:3]([CH2:4][OH:5])([CH3:6])[CH3:7])[S:9][C:10]#[N:11]. The reactants are ClC1=C(C(=CC(=C1)Cl)Cl)N1NC(=CC1=O)NC1=C(C=CC(=C1)N)Cl (1-(2,4,6-trichlorophenyl)-3-(2-chloro-5-aminoanilino)-5-pyrazolone), C(C)#N (acetonitrile), C(C)(C)(CC(C)(C)C)C1=CC=C(OCC(=O)Cl)C=C1 (4-t-octylphenoxyacetyl chloride). The solvent is N1=CC=CC=C1 (pyridine). Product: ClC1=C(C(=CC(=C1)Cl)Cl)N1NC(=CC1=O)NC1=C(C=CC(=C1)NC(COC1=CC=C(C=C1)C(C)(C)CC(C)(C)C)=O)Cl (1-(2,4,6-trichlorophenyl)-3-[2-chloro-5-(4-t-octylphenoxyacetamido)anilino]-5-pyrazolone). Yield: 854.2%. As a reaction SMILES: [Cl:1][C:2]1[CH:7]=[C:6]([Cl:8])[CH:5]=[C:4]([Cl:9])[C:3]=1[N:10]1[C:14](=[O:15])[CH:13]=[C:12]([NH:16][C:17]2[CH:22]=[C:21]([NH2:23])[CH:20]=[CH:19][C:18]=2[Cl:24])[NH:11]1.C(#N)C.[C:28]([C:36]1[CH:46]=[CH:45][C:39]([O:40][CH2:41][C:42](Cl)=[O:43])=[CH:38][CH:37]=1)([CH2:31][C:32]([CH3:35])([CH3:34])[CH3:33])([CH3:30])[CH3:29]>N1C=CC=CC=1>[Cl:1][C:2]1[CH:7]=[C:6]([Cl:8])[CH:5]=[C:4]([Cl:9])[C:3]=1[N:10]1[C:14](=[O:15])[CH:13]=[C:12]([NH:16][C:17]2[CH:22]=[C:21]([NH:23][C:42](=[O:43])[CH2:41][O:40][C:39]3[CH:45]=[CH:46][C:36]([C:28]([CH2:31][C:32]([CH3:35])([CH3:34])[CH3:33])([CH3:29])[CH3:30])=[CH:37][CH:38]=3)[CH:20]=[CH:19][C:18]=2[Cl:24])[NH:11]1. Procedure details: Forty point four grams of 1-(2,4,6-trichlorophenyl)-3-(2-chloro-5-aminoanilino)-5-pyrazolone were dissolved into 250 ml of acetonitrile, and to the solution were added 9.4 grams of pyridine. To this mixture, while being refluxed by heating, were dropwise added 28.3 g of 4-t-octylphenoxyacetyl chloride, and the reflux was further continued for another hour. The acetonitrile was distilled off from the reaction liquid under reduced pressure, then 500 ml of water and ethyl acetate were added to the ... The reactants are C(C(=O)C1=CC=CC=C1)Br (phenacyl bromide), [Br-].[Na+] (sodium bromide), F[Sb-](F)(F)(F)(F)F.[Na+] (sodium hexafluoroantimonate), C(CCCCCCCCCCCCCCCCC)SC (methyl octadecyl sulfide). Run in C(C)C(=O)C (methyl ethyl ketone). Product: F[Sb-](F)(F)(F)(F)F.C[S+](CC(=O)C1=CC=CC=C1)CCCCCCCCCCCCCCCCCC (Methyl Octadecylphenacylsulfonium Hexafluoroantimonate). As a reaction SMILES: [CH2:1](Br)[C:2]([C:4]1[CH:9]=[CH:8][CH:7]=[CH:6][CH:5]=1)=[O:3].[F:11][Sb-:12]([F:17])([F:16])([F:15])([F:14])[F:13].[Na+].[CH2:19]([S:37][CH3:38])[CH2:20][CH2:21][CH2:22][CH2:23][CH2:24][CH2:25][CH2:26][CH2:27][CH2:28][CH2:29][CH2:30][CH2:31][CH2:32][CH2:33][CH2:34][CH2:35][CH3:36].[Br-].[Na+]>C(C(C)=O)C>[F:11][Sb-:12]([F:17])([F:16])([F:15])([F:14])[F:13].[CH3:38][S+:37]([CH2:19][CH2:20][CH2:21][CH2:22][CH2:23][CH2:24][CH2:25][CH2:26][CH2:27][CH2:28][CH2:29][CH2:30][CH2:31][CH2:32][CH2:33][CH2:34][CH2:35][CH3:36])[CH2:1][C:2]([C:4]1[CH:9]=[CH:8][CH:7]=[CH:6][CH:5]=1)=[O:3] |f:1.2,4.5,7.8|. Procedure details: In a 100 mL Erlenmeyer flask were combined 10 g (0.05 mol) phenacyl bromide, 12.93 g (0.05 mol) sodium hexafluoroantimonate, 15 g (0.05 mol) methyl octadecyl sulfide and 40 mL methyl ethyl ketone (2-butanone). The reaction mixture was heated to boiling and maintained at this temperature for 30 minutes. During this time, sodium bromide was observed to precipitate. The reaction mixture was filtered to remove the inorganic salts and the resulting solution placed on a rotary evaporator to remove sol... Starting materials: C1(=CC=CC=2CCCCC12)O (5,6,7,8-tetrahydronaphthalen-1-ol), ClC1=NC=CC(=C1)[N+](=O)[O-] (2-chloro-4-nitropyridine), [H-].[Na+] (sodium hydride), oil. Yields the product ClC1=NC=CC(=C1)OC1=CC=CC=2CCCCC12 (2-chloro-4-(5,6,7,8-tetrahydronaphthalen-1-yloxy)pyridine). Isolated yield 97.6%. As a reaction SMILES: [C:1]1([OH:11])[C:10]2[CH2:9][CH2:8][CH2:7][CH2:6][C:5]=2[CH:4]=[CH:3][CH:2]=1.[H-].[Na+].[Cl:14][C:15]1[CH:20]=[C:19]([N+]([O-])=O)[CH:18]=[CH:17][N:16]=1>>[Cl:14][C:15]1[CH:20]=[C:19]([O:11][C:1]2[C:10]3[CH2:9][CH2:8][CH2:7][CH2:6][C:5]=3[CH:4]=[CH:3][CH:2]=2)[CH:18]=[CH:17][N:16]=1 |f:1.2|. Procedure details: Using the method of Example 3, Step A, 5,6,7,8-tetrahydronaphthalen-1-ol (935 mg, 6.31 mmol), 60% sodium hydride in mineral oil (252 mg, 6.31 mmol), and 2-chloro-4-nitropyridine (1.00 g, 6.31 mmol) were reacted to provide 2-chloro-4-(5,6,7,8-tetrahydronaphthalen-1-yloxy)pyridine (1.60 g, 98% yield) as an oil. 1H NMR (CDCl3) δ 8.19 (d, 1H), 7.15 (t, 1H), 7.03 (d, 1H), 6.82 (d, 1H), 6.71-6.75 (m, 2H), 2.82 (t, 2H), 2.52 (t, 2H), 1.71-1.81 (m, 4H).